From a dataset of the Open Reaction Database (ORD), a public repository of structured organic reaction records. describe an organic reaction: reactants, conditions, products, and yield Reactants: CS(=O)(=O)OC(CCC(C1=CC=CC=C1)OS(=O)(=O)C)CC (methanesulfonic acid 4-methanesulfonyloxy-1-phenyl-hexyl ester), NC1=CC(=C(C#N)C=C1)Cl (4-amino-2-chlorobenzonitrile). Run in C1(=CC=CC=C1)C (toluene). The product is ClC1=C(C#N)C=CC(=C1)N1C(CCC1C1=CC=CC=C1)CC (2-Chloro-4-(2-ethyl-5-phenyl-pyrrolidin-1-yl)-benzonitrile). Reaction SMILES: CS(O[CH:6]([CH2:21][CH3:22])[CH2:7][CH2:8][CH:9](OS(C)(=O)=O)[C:10]1[CH:15]=[CH:14][CH:13]=[CH:12][CH:11]=1)(=O)=O.[NH2:23][C:24]1[CH:31]=[CH:30][C:27]([C:28]#[N:29])=[C:26]([Cl:32])[CH:25]=1>C1(C)C=CC=CC=1>[Cl:32][C:26]1[CH:25]=[C:24]([N:23]2[CH:9]([C:10]3[CH:15]=[CH:14][CH:13]=[CH:12][CH:11]=3)[CH2:8][CH2:7][CH:6]2[CH2:21][CH3:22])[CH:31]=[CH:30][C:27]=1[C:28]#[N:29]. Procedure details: Dissolve methanesulfonic acid 4-methanesulfonyloxy-1-phenyl-hexyl ester (1.01 g, 2.88 mmol) in toluene (20 mL) in a reaction tube. Add 4-amino-2-chlorobenzonitrile (1.10 g, 7.2 mmol), purge with nitrogen and cap. Heat the reaction in a 120° C. oil bath for 17 h. Cool, concentrate, and purify by silica gel chromatography using 5-30% EtOAc/hexanes to obtain 0.22 g (25%0 of the title compound as a clear oil. MS (ESI+): 311 (M+1)+, 309 (M−1)−. Yield: 62.6%. The solvent is ClCCl (dichloromethane). Procedure details: A solution of difluoroacetic acid (4.1 g, 42.7 mmol) in dry dichloromethane (80 ml), under N2, was treated with oxalyl chloride (5.69 g, 44.8 mmol). After stirring at 35° C. for 3 h, the reaction was cooled to 0° C. and treated with N,O-dimethylhydroxylamine hydrochloride (5.0 g, 51.2 mmol), then cooled to -20° C., and treated dropwise with 2,6-dimethylpyridine (19.86 ml, 171 mmol). The reaction was allowed to warm up to room temperature over 2 h then quenched by the addition of ice and water. O... The reactants are FC(C(=O)O)F (difluoroacetic acid), C(C(=O)Cl)(=O)Cl (oxalyl chloride), CC1=NC(=CC=C1)C (2,6-dimethylpyridine), Cl.CNOC (N,O-dimethylhydroxylamine hydrochloride). Reaction SMILES: [F:1][CH:2]([F:6])[C:3](O)=[O:4].C(Cl)(=O)C(Cl)=O.Cl.[CH3:14][NH:15][O:16][CH3:17].CC1C=CC=C(C)N=1>ClCCl>[CH3:14][N:15]([O:16][CH3:17])[C:3](=[O:4])[CH:2]([F:6])[F:1] |f:2.3|. The product is CN(C(C(F)F)=O)OC (N-Methyl-N-methoxydifluoroacetamide). Conditions: temperature 35 celsius, time 3 hour. The reactants are CSC=1NC2=CC=C(C=C2C1)C(F)(F)F (2-methylthio-5-trifluoromethyl-1H-indole). The reagents and catalysts are [Ni] (Raney nickel). Run in C(C)O (ethanol). Conditions: time 1.5 hour. Product: FC(C=1C=C2C=CNC2=CC1)(F)F (5-trifluoromethylindole). RXN SMILES: CS[C:3]1[NH:4][C:5]2[C:10]([CH:11]=1)=[CH:9][C:8]([C:12]([F:15])([F:14])[F:13])=[CH:7][CH:6]=2>[Ni].C(O)C>[F:15][C:12]([F:13])([F:14])[C:8]1[CH:9]=[C:10]2[C:5](=[CH:6][CH:7]=1)[NH:4][CH:3]=[CH:11]2. Procedure: Combine moist Raney nickel (330 g), 2-methylthio-5-trifluoromethyl-1H-indole (33.8 g, 146.2 mmol) and absolute ethanol (850 ml) and stir. After 1.5 hours, filter the mixture through celite and wash the celite with ethanol (500 ml). Evaporate the filtrate to dryness, add toluene (20 ml) and evaporate and dry to give 5-trifluoromethylindole: mp=55–60° C. Reactants: N[C@H](C(=O)N1CC(CCC1)N(S(=O)(=O)C1=CC(=CC=C1)C(F)(F)F)C1CC1)CC(C)C ((2S)N-[1-(2-Amino-4-methylpentanoyl)piperidin-3-yl]-N-cyclopropyl-3-trifluoromethylbenzenesulfonamide), compound 17, ClCCCl (1,2-dichloroethane), [BH-](OC(=O)C)(OC(=O)C)OC(=O)C.[Na+] (NaB(OAc)3H). Run at time 24 hour. Product: C1(CC1)N(S(=O)(=O)C1=CC(=CC=C1)C(F)(F)F)C1CN(CCC1)C([C@H](CC(C)C)NC(C)C)=O ((2S)N-Cyclopropyl-N-[1-(2-isopropylamino-4-methylpentanoyl)piperidin-3-yl]-3-trifluoromethylbenzenesulfonamide). RXN SMILES: [NH2:1][C@@H:2]([CH2:28][CH:29]([CH3:31])[CH3:30])[C:3]([N:5]1[CH2:10][CH2:9][CH2:8][CH:7]([N:11]([CH:25]2[CH2:27][CH2:26]2)[S:12]([C:15]2[CH:20]=[CH:19][CH:18]=[C:17]([C:21]([F:24])([F:23])[F:22])[CH:16]=2)(=[O:14])=[O:13])[CH2:6]1)=[O:4].[BH-](O[C:42]([CH3:44])=O)(OC(C)=O)OC(C)=O.[Na+].Cl[CH2:47]CCl>>[CH:25]1([N:11]([CH:7]2[CH2:8][CH2:9][CH2:10][N:5]([C:3](=[O:4])[C@@H:2]([NH:1][CH:42]([CH3:44])[CH3:47])[CH2:28][CH:29]([CH3:31])[CH3:30])[CH2:6]2)[S:12]([C:15]2[CH:20]=[CH:19][CH:18]=[C:17]([C:21]([F:23])([F:24])[F:22])[CH:16]=2)(=[O:14])=[O:13])[CH2:26][CH2:27]1 |f:1.2|. Reported procedure: (2S)N-Cyclopropyl-N-[1-(2-isopropylamino-4-methylpentanoyl)-piperidin-3-yl]-3-trifluoromethylbenzenesulfonamide (18) was prepared as follows. A solution of compound 8 prepared in Example 2 (100 mg, 0.22 mmol), compound 17 (12 mg, 0.22 mmol, Aldrich) and 4 Å molecular sieves (500 mg) in 2 mL of 1,2-dichloroethane was shaken at room temperature for 10 minutes, and then, NaB(OAc)3H (43 mg, 0.22 mmol) was charged. The resulting mixture was shaken at room temperature for 24 hours. The reaction mixtur... Reactants: N1(N=CN=C1)C1(CC1)C(=O)C1=CC=C(C=C1)Cl (4-chlorophenyl 1-(1, 2, 4-triazol-1-yl)-cyclopropyl ketone), O.NN (hydrazine hydrate). Solvent: C(C)O (ethanol). Yields the product N1(N=CN=C1)C1(CC1)C(C1=CC=C(C=C1)Cl)=NN (4-Chlorophenyl 1-(1, 2, 4-triazol-1-yl)-cyclopropyl ketone hydrazone). Yield: 98.0%. As a reaction SMILES: [N:1]1([C:6]2([C:9]([C:11]3[CH:16]=[CH:15][C:14]([Cl:17])=[CH:13][CH:12]=3)=O)[CH2:8][CH2:7]2)[CH:5]=[N:4][CH:3]=[N:2]1.O.[NH2:19][NH2:20]>C(O)C>[N:1]1([C:6]2([C:9](=[N:19][NH2:20])[C:11]3[CH:16]=[CH:15][C:14]([Cl:17])=[CH:13][CH:12]=3)[CH2:8][CH2:7]2)[CH:5]=[N:4][CH:3]=[N:2]1 |f:1.2|. Procedure: 37.1 g (0.15 mol) of 4-chlorophenyl 1-(1, 2, 4-triazol-1-yl)-cyclopropyl ketone were refluxed for 6 hours with 37.5 g (0.3 mol) of 80% strength hydrazine hydrate in 150 ml of ethanol. After removing the solvent by distillation in vacuo, 38.5 g (98%) of the title compound were obtained as a yellow oil. The reactants are ClCCl.N1CCCCC1 (dichloromethane piperidine), C1=CC=CC=2C3=CC=CC=C3C(C12)COC(=O)N[C@H](CC1=CC=CC=C1)C(=O)O (N-(9-fluorenylmethoxycarbonyl)-D-phenylalanine), [B-](F)(F)(F)F.CN(C)C(=[N+](C)C)ON1C=CC=CC1=O (TPTU), C(C)N(C(C)C)C(C)C (N-ethyldiiso-propylamine), aminooxy-2-chlorotrityl polystyrene resin, C1=CC=CC=2C3=CC=CC=C3C(C12)COC(=O)N[C@H](CC1=CC=CC=C1)C(=O)O (N-(9-fluorenylmethoxycarbonyl)-D-phenylalanine), [B-](F)(F)(F)F.CN(C)C(=[N+](C)C)ON1C=CC=CC1=O (TPTU), C(C)N(C(C)C)C(C)C (N-ethyldiisopropylamine). Solvent: ClCCl.CC(=O)N(C)C (dichloromethane DMA), ClCCl.CC(=O)N(C)C (dichloromethane DMA). Conditions: time 5 minute. Yields the product N[C@@H](C(=O)NO)CC1=CC=CC=C1 ((R)-2-Amino-N-hydroxy-3-phenyl-propionamide). Reaction SMILES: C1C2C(COC([NH:18][C@@H:19]([C:27]([OH:29])=O)[CH2:20][C:21]3[CH:26]=[CH:25][CH:24]=[CH:23][CH:22]=3)=O)C3C(=CC=CC=3)C=2C=CC=1.[B-](F)(F)(F)F.CN(C([O:42][N:43]1C(=O)C=CC=C1)=[N+](C)C)C.C(N(C(C)C)C(C)C)C.ClCCl.N1CCCCC1>ClCCl.CC(N(C)C)=O>[NH2:18][C@H:19]([CH2:20][C:21]1[CH:26]=[CH:25][CH:24]=[CH:23][CH:22]=1)[C:27]([NH:43][OH:42])=[O:29] |f:1.2,4.5,6.7|. Reported procedure: To a solution of N-(9-fluorenylmethoxycarbonyl)-D-phenylalanine (2.09 g, 5.4 mmol) in dry dichloromethane/DMA 1:1 (20 ml) are added TPTU (1.76 g, 5.94 mmol) and N-ethyldiiso-propylamine (1.02 ml, 5.94 mmol). After stirring for 5 min the mixture is added to aminooxy-2-chlorotrityl polystyrene resin (2.8 g, 2.7 mmol; Tetrahedron Lett. 1997, 38, 3311–3314) and the resulting suspension shaken at r.t. for 16 h. The mixture is filtered and the resin washed alternating with DMA and dichloromethane (3×)... Reactants: COc1ccccc1-c1cn(S(=O)(=O)c2ccc(C)cc2)c2ncc(-c3ccc(NC(=O)C4CCCN(C(C)C)C4)c(C(=O)N(C)C)c3)cc12, CO, CN(C)C=O, [K+], [OH-]. The product is COc1ccccc1-c1c[nH]c2ncc(-c3ccc(NC(=O)C4CCCN(C(C)C)C4)c(C(=O)N(C)C)c3)cc12. RXN SMILES: [CH3:1][N:2]([C:3](=[O:4])[c:5]1[c:6]([NH:38][C:39](=[O:40])[CH:41]2[CH2:42][N:43]([CH:47]([CH3:48])[CH3:49])[CH2:44][CH2:45][CH2:46]2)[cH:7][cH:8][c:9](-[c:11]2[cH:12][c:13]3[c:14]([n:15][cH:16]2)[n:17]([S:28]([c:29]2[cH:30][cH:31][c:32]([CH3:33])[cH:34][cH:35]2)(=[O:36])=[O:37])[cH:18][c:19]3-[c:20]2[c:21]([O:26][CH3:27])[cH:22][cH:23][cH:24][cH:25]2)[cH:10]1)[CH3:50].[CH3:53][OH:54].[CH3:55][N:56]([CH3:57])[CH:58]=[O:59].[K+:52].[OH-:51]>>[CH3:1][N:2]([C:3](=[O:4])[c:5]1[c:6]([NH:38][C:39](=[O:40])[CH:41]2[CH2:42][N:43]([CH:47]([CH3:48])[CH3:49])[CH2:44][CH2:45][CH2:46]2)[cH:7][cH:8][c:9](-[c:11]2[cH:12][c:13]3[c:14]([n:15][cH:16]2)[nH:17][cH:18][c:19]3-[c:20]2[c:21]([O:26][CH3:27])[cH:22][cH:23][cH:24][cH:25]2)[cH:10]1)[CH3:50]. The reactants are 3-O-benzyl-17, C[C@]12CC[C@@H]3C=4C=CC(=CC4CC[C@H]3[C@@H]1CC[C@@H]2O)O (estradiol), [N+](=O)([O-])C1=CC=C(C(=O)O)C=C1 (p-nitrobenzoic acid). The solvent is C1(=CC=CC=C1)C (toluene). Product: 3-O-benzyl-17, [N+](=O)([O-])C1=CC=C(C(=O)[O-])C=C1.C[C@]12CC[C@@H]3C=4C=CC(=CC4CC[C@H]3[C@@H]1CC[C@@H]2O)O (p-nitrobenzoate estradiol). As a reaction SMILES: [CH3:1][C@@:2]12[C@@H:18]([OH:19])[CH2:17][CH2:16][C@H:15]1[C@H:14]1[C@@H:5]([C:6]3[CH:7]=[CH:8][C:9]([OH:20])=[CH:10][C:11]=3[CH2:12][CH2:13]1)[CH2:4][CH2:3]2.[N+:21]([C:24]1[CH:32]=[CH:31][C:27]([C:28]([OH:30])=[O:29])=[CH:26][CH:25]=1)([O-:23])=[O:22]>C1(C)C=CC=CC=1>[N+:21]([C:24]1[CH:25]=[CH:26][C:27]([C:28]([O-:30])=[O:29])=[CH:31][CH:32]=1)([O-:23])=[O:22].[CH3:1][C@@:2]12[C@@H:18]([OH:19])[CH2:17][CH2:16][C@H:15]1[C@H:14]1[C@@H:5]([C:6]3[CH:7]=[CH:8][C:9]([OH:20])=[CH:10][C:11]=3[CH2:12][CH2:13]1)[CH2:4][CH2:3]2 |f:3.4|. Reported procedure: Inversion of the configuration of the 17-position of oestradiol was achieved using a Misunobu reaction. The complex formed by triphenylphosphine and DEAD was reacted with the 3-O-benzyl-17-□-estradiol BLE99051 and p-nitrobenzoic acid at 80° C. in toluene to give the 3-O-benzyl-17-□-p-nitrobenzoate-estradiol BLE99053.